From a dataset of the Open Reaction Database (ORD), a public repository of structured organic reaction records. describe an organic reaction: reactants, conditions, products, and yield The reactants are ClC=1C=CC(=C(C1)O)OC1=C(C=C(C=C1)Cl)Cl (5-chloro-2-(2,4-dichlorophenoxy)phenol), C(CCCCC(=O)Cl)(=O)Cl (adipoyl dichloride), C(CCCCCCC)(=O)OCC(COC(CCCCCCC)=O)O (2-hydroxy-3-octanoyloxypropyl octanoate). The product is C(CCCCC(=O)OC(COC(CCCCCCC)=O)COC(CCCCCCC)=O)(=O)OC1=C(C=CC(=C1)Cl)OC1=C(C=C(C=C1)Cl)Cl (5-chloro-2-(2,4-dichlorophenoxy)phenyl 2-octanoyloxy-1-(octanoyloxymethyl)ethyl adipate). The yield is 33.0%. Reaction SMILES: [Cl:1][C:2]1[CH:3]=[CH:4][C:5]([O:9][C:10]2[CH:15]=[CH:14][C:13]([Cl:16])=[CH:12][C:11]=2[Cl:17])=[C:6]([OH:8])[CH:7]=1.[C:18](Cl)(=[O:26])[CH2:19][CH2:20][CH2:21][CH2:22][C:23](Cl)=[O:24].[C:28]([O:37][CH2:38][CH:39]([OH:51])[CH2:40][O:41][C:42](=[O:50])[CH2:43][CH2:44][CH2:45][CH2:46][CH2:47][CH2:48][CH3:49])(=[O:36])[CH2:29][CH2:30][CH2:31][CH2:32][CH2:33][CH2:34][CH3:35]>>[C:18]([O:8][C:6]1[CH:7]=[C:2]([Cl:1])[CH:3]=[CH:4][C:5]=1[O:9][C:10]1[CH:15]=[CH:14][C:13]([Cl:16])=[CH:12][C:11]=1[Cl:17])(=[O:26])[CH2:19][CH2:20][CH2:21][CH2:22][C:23]([O:51][CH:39]([CH2:40][O:41][C:42](=[O:50])[CH2:43][CH2:44][CH2:45][CH2:46][CH2:47][CH2:48][CH3:49])[CH2:38][O:37][C:28](=[O:36])[CH2:29][CH2:30][CH2:31][CH2:32][CH2:33][CH2:34][CH3:35])=[O:24]. Reported procedure: Using a similar procedure to that described in Example 6, but using 5-chloro-2-(2,4-dichlorophenoxy)phenol, adipoyl dichloride and 2-hydroxy-3-octanoyloxypropyl octanoate as starting materials, there was obtained 5-chloro-2-(2,4-dichlorophenoxy)phenyl 2-octanoyloxy-1-(octanoyloxymethyl)ethyl adipate as an oil in 33% yield; NMR (CDCL3): 0.85 (6H, br.s, CH3), 1.25+1.65 (24H, br.s, CH2), 2.3 (8H, m, COCH2), 4.2 (4H, m, OCH2), 5.25 (1H, m, CH), 6.6-7.5 (6H, complex, aromatic H)ppm. Reactants: [H-].[Na+] (NaH), CCOC(=O)C(F)P(=O)(OCC)OCC (triethyl 2-fluoro-2-phosphonoacetate), C(C)(=O)C1=CC2=C(O1)C(=CC=C2)C2=C(C(=CC(=C2)C(C)C)C(C)C)OCC(F)F (2-acetyl-7-[3,5-diisopropyl-2-(2,2-difluoroethoxy)phenyl]-benzo[b]furan), O (water). The solvent is CN(C)C=O (DMF), CN(C)C=O (DMF). Reaction conditions: temperature 40 celsius. The product is C(C)OC(C(=C(C)C1=CC2=C(O1)C(=CC=C2)C2=C(C(=CC(=C2)C(C)C)C(C)C)OCC(F)F)F)=O (2-fluoro-3-{7-[2-(2,2-difluoroethoxy)-3,5-diisopropylphenyl]-benzo[b]furan-2-yl}-but-2-enoic acid ethyl ester). Reaction SMILES: [H-].[Na+].[CH3:3][CH2:4][O:5][C:6]([CH:8](P(OCC)(OCC)=O)[F:9])=[O:7].[C:18]([C:21]1[O:25][C:24]2[C:26]([C:30]3[CH:35]=[C:34]([CH:36]([CH3:38])[CH3:37])[CH:33]=[C:32]([CH:39]([CH3:41])[CH3:40])[C:31]=3[O:42][CH2:43][CH:44]([F:46])[F:45])=[CH:27][CH:28]=[CH:29][C:23]=2[CH:22]=1)(=O)[CH3:19].O>CN(C=O)C>[CH2:4]([O:5][C:6](=[O:7])[C:8]([F:9])=[C:18]([C:21]1[O:25][C:24]2[C:26]([C:30]3[CH:35]=[C:34]([CH:36]([CH3:37])[CH3:38])[CH:33]=[C:32]([CH:39]([CH3:41])[CH3:40])[C:31]=3[O:42][CH2:43][CH:44]([F:46])[F:45])=[CH:27][CH:28]=[CH:29][C:23]=2[CH:22]=1)[CH3:19])[CH3:3] |f:0.1|. Procedure details: To a slurry of 74 mg (1.54 mmol) of NaH (50% in mineral oil) in 3 mL of dry DMF was added 285.6 mg (1.27 mmol, 2.5 equivalents) of triethyl 2-fluoro-2-phosphonoacetate (diluted in 1 mL of dry DMF) at 0° C. After the gas evolution has ceased, 0.51 mmol of 2-acetyl-7-[3,5-diisopropyl-2-(2,2-difluoroethoxy)phenyl]-benzo[b]furan (see Example 9, step A) diluted in 3 mL of dry DMF was added dropwise. The red mixture was slowly heated to 40° C. until complexion. After cooling, water was added and the s... The reactants are CCOC(=O)N1CCC(=O)CC1, C1CCOC1, [Li]CCCC, C#CC(C)O, CCCCCC, [Cl-], [NH4+]. Yields the product CCOC(=O)N1CCC(O)(C#CC(C)O)CC1. RXN SMILES: [CH2:11]([CH3:12])[O:13][C:14](=[O:15])[N:16]1[CH2:17][CH2:18][C:19](=[O:22])[CH2:20][CH2:21]1.[CH2:25]1[O:26][CH2:27][CH2:28][CH2:29]1.[CH2:6]([Li:7])[CH2:8][CH2:9][CH3:10].[CH3:1][CH:2]([C:3]#[CH:4])[OH:5].[CH3:30][CH2:31][CH2:32][CH2:33][CH2:34][CH3:35].[Cl-:23].[NH4+:24]>>[CH3:1][CH:2]([C:3]#[C:4][C:19]1([OH:22])[CH2:18][CH2:17][N:16]([C:14]([O:13][CH2:11][CH3:12])=[O:15])[CH2:21][CH2:20]1)[OH:5]. The reactants are O.[OH-].[Li+] (Lithium hydroxide monohydrate), C(C1=CC=CC=C1)OC(=O)N[C@@H](COC(C)C)C(=O)OC (methyl N-[(benzyloxy)carbonyl]-O-isopropyl-L-serinate), S(=O)(=O)(O)[O-].[K+] (potassium hydrogensulfate). Solvent: O1CCCC1.O (tetrahydrofuran water). Run at time 8 hour. Product: C(C1=CC=CC=C1)OC(=O)N[C@@H](COC(C)C)C(=O)O (N-[(benzyloxy)carbonyl]-O-isopropyl-L-serine). As a reaction SMILES: O.[OH-].[Li+].[CH2:4]([O:11][C:12]([NH:14][C@H:15]([C:21]([O:23]C)=[O:22])[CH2:16][O:17][CH:18]([CH3:20])[CH3:19])=[O:13])[C:5]1[CH:10]=[CH:9][CH:8]=[CH:7][CH:6]=1.S([O-])(O)(=O)=O.[K+]>O1CCCC1.O>[CH2:4]([O:11][C:12]([NH:14][C@H:15]([C:21]([OH:23])=[O:22])[CH2:16][O:17][CH:18]([CH3:20])[CH3:19])=[O:13])[C:5]1[CH:6]=[CH:7][CH:8]=[CH:9][CH:10]=1 |f:0.1.2,4.5,6.7|. Reported procedure: Lithium hydroxide monohydrate (0.078 g, 1.86 mmol) was added to a stirred solution of methyl N-[(benzyloxy)carbonyl]-O-isopropyl-L-serinate (0.432 g, 1.47 mmol) in a mixture of tetrahydrofuran/water (10 ml, 1:1) at 0° C. The reaction mixture was stirred overnight, acidified with a 10% w/v aqueous solution of potassium hydrogensulfate and extracted with EtOAc (2×30 ml). The organic layers were combined, dried over magnesium sulfate, filtered and concentrated to give N-[(benzyloxy)carbonyl]-O-isop...